From a dataset of the Open Reaction Database (ORD), a public repository of structured organic reaction records. describe an organic reaction: reactants, conditions, products, and yield Procedure: To a mixture of methyl 4-[(methanesulfonamido)methyl]benzoate (5 g, 20.6 mmol) in MeOH (100 mL) at rt was added K2CO3 (2.9 g, 21 mmol). Methyl iodide (7 ml, 16 g, 112 mmol) was added and the mixture stirred overnight. The reaction was filtered and the solid washed with CHCl3/MeOH. The combined filtrates were evaporated and the residue was purified by flash chromatographyon eluting with 0-5% MeOH/CHCl3. The title compound was isolated as a white solid (4.9 g, 94%): 1H (CDCl3): d 8 .08 (d, 2H); 7.... Product: CN(S(=O)(=O)C)CC1=CC=C(C(=O)OC)C=C1 (Methyl 4-[(N-Methylmethanesulfonamido)methyl]benzoate), solid. Conditions: time 8 hour. RXN SMILES: [CH3:1][S:2]([NH:5][CH2:6][C:7]1[CH:16]=[CH:15][C:10]([C:11]([O:13][CH3:14])=[O:12])=[CH:9][CH:8]=1)(=[O:4])=[O:3].[C:17]([O-])([O-])=O.[K+].[K+].CI>CO>[CH3:17][N:5]([CH2:6][C:7]1[CH:16]=[CH:15][C:10]([C:11]([O:13][CH3:14])=[O:12])=[CH:9][CH:8]=1)[S:2]([CH3:1])(=[O:4])=[O:3] |f:1.2.3|. Run in CO (MeOH). Isolated yield 94.0%. The reactants are CS(=O)(=O)NCC1=CC=C(C(=O)OC)C=C1 (methyl 4-[(methanesulfonamido)methyl]benzoate), CI (Methyl iodide), C(=O)([O-])[O-].[K+].[K+] (K2CO3). Reactants: [Cl-].[NH4+] (ammonium chloride), C(C)C1=NC=2C(=NC(=CC2C)C)N1CC=1C=C(C=O)C=CC1 (3-(2-ethyl-5,7-dimethylimidazo[4,5-b]pyridin-3-ylmethyl)benzaldehyde), BrC1=CC=C(CO[Si](C)(C)C(C)(C)C)C=C1 (4-bromobenzyloxy-tert-butyldimethylsilane). Run in C1CCOC1 (THF), C1CCOC1 (THF), C(C)(=O)OCC (ethyl acetate). Reaction conditions: temperature -78 celsius, time 5 minute. Product: [Si](C)(C)(C(C)(C)C)OCC1=CC=C(C=C1)C(O)C1=CC(=CC=C1)CN1C(=NC=2C1=NC(=CC2C)C)CC ([4-(tert-butyldimethylsilyloxymethyl)phenyl][3-(2-ethyl-5,7-dimethylimidazo[4,5-b]pyridin-3-ylmethyl)phenyl]methanol). Yield: 65.8%. RXN SMILES: Br[C:2]1[CH:16]=[CH:15][C:5]([CH2:6][O:7][Si:8]([C:11]([CH3:14])([CH3:13])[CH3:12])([CH3:10])[CH3:9])=[CH:4][CH:3]=1.[CH2:17]([C:19]1[N:29]([CH2:30][C:31]2[CH:32]=[C:33]([CH:36]=[CH:37][CH:38]=2)[CH:34]=[O:35])[C:22]2=[N:23][C:24]([CH3:28])=[CH:25][C:26]([CH3:27])=[C:21]2[N:20]=1)[CH3:18].[Cl-].[NH4+]>C1COCC1.C(OCC)(=O)C>[Si:8]([O:7][CH2:6][C:5]1[CH:15]=[CH:16][C:2]([CH:34]([C:33]2[CH:36]=[CH:37][CH:38]=[C:31]([CH2:30][N:29]3[C:22]4=[N:23][C:24]([CH3:28])=[CH:25][C:26]([CH3:27])=[C:21]4[N:20]=[C:19]3[CH2:17][CH3:18])[CH:32]=2)[OH:35])=[CH:3][CH:4]=1)([C:11]([CH3:14])([CH3:13])[CH3:12])([CH3:10])[CH3:9] |f:2.3|. Reported procedure: 4-Bromobenzyloxy-tert-butyldimethylsilane (1.23 g, 4.08 mmol) obtained in Step 1 was dissolved in THF (30 mL) and the flask was filled with argon. The reaction mixture was cooled to −78° C., and a 1.57 mol/L n-butyl lithium-hexane solution (2.60 mL, 4.09 mmol) was added thereto, followed by stirring at same temperature for 5 minutes. A solution of 3-(2-ethyl-5,7-dimethylimidazo[4,5-b]pyridin-3-ylmethyl)benzaldehyde (0.800 g, 2.72 mmol) obtained in Step 2 in THF (5 mL) was dropped into the mixtur... Starting materials: COC(=O)c1ccc(Br)[nH]1, C[Sn](C)(C)c1cncc2ccccc12, CN1CCCC1=O, O=C(C=Cc1ccccc1)C=Cc1ccccc1, O=C(C=Cc1ccccc1)C=Cc1ccccc1, O=C(C=Cc1ccccc1)C=Cc1ccccc1, [Pd], [Pd], c1ccc([As](c2ccccc2)c2ccccc2)cc1. Product: COC(=O)c1ccc(-c2cncc3ccccc23)[nH]1. RXN SMILES: [CH3:1][O:2][C:3](=[O:4])[c:5]1[nH:6][c:7]([Br:10])[cH:8][cH:9]1.[CH3:30][Sn:31]([c:32]1[cH:33][n:34][cH:35][c:36]2[cH:37][cH:38][cH:39][cH:40][c:41]12)([CH3:42])[CH3:43].[CH3:44][N:45]1[CH2:46][CH2:47][CH2:48][C:49]1=[O:50].[CH:53](=[CH:54][C:55]([CH:56]=[CH:57][c:58]1[cH:59][cH:60][cH:61][cH:62][cH:63]1)=[O:64])[c:65]1[cH:66][cH:67][cH:68][cH:69][cH:70]1.[CH:71](=[CH:72][C:73]([CH:74]=[CH:75][c:76]1[cH:77][cH:78][cH:79][cH:80][cH:81]1)=[O:82])[c:83]1[cH:84][cH:85][cH:86][cH:87][cH:88]1.[CH:89](=[CH:90][C:91]([CH:92]=[CH:93][c:94]1[cH:95][cH:96][cH:97][cH:98][cH:99]1)=[O:100])[c:101]1[cH:102][cH:103][cH:104][cH:105][cH:106]1.[Pd:51].[Pd:52].[cH:11]1[cH:12][cH:13][c:14]([As:15]([c:16]2[cH:17][cH:18][cH:19][cH:20][cH:21]2)[c:22]2[cH:23][cH:24][cH:25][cH:26][cH:27]2)[cH:28][cH:29]1>>[CH3:1][O:2][C:3](=[O:4])[c:5]1[nH:6][c:7](-[c:32]2[cH:33][n:34][cH:35][c:36]3[cH:37][cH:38][cH:39][cH:40][c:41]23)[cH:8][cH:9]1. Starting materials: CC(C)(C)P(c1ccccc1-c1ccccc1)C(C)(C)C, CC(=O)[O-], CC(=O)[O-], CC(C)(C)[O-], CCOC(C)=O, Cc1ccccc1, CC(C)n1cc(-c2cc(Cl)nc(Cl)c2)cn1, CC(N)c1ccc(F)cc1, [Na+], [Pd+2]. The product is CC(Nc1cc(-c2cnn(C(C)C)c2)cc(Cl)n1)c1ccc(F)cc1. RXN SMILES: [C:27]([P:28]([C:29]([CH3:30])([CH3:31])[CH3:32])[c:33]1[cH:34][cH:35][cH:36][cH:37][c:38]1-[c:39]1[cH:40][cH:41][cH:42][cH:43][cH:44]1)([CH3:45])([CH3:46])[CH3:47].[C:60]([O-:61])(=[O:62])[CH3:63].[C:65]([O-:66])(=[O:67])[CH3:68].[CH3:48][C:49]([CH3:50])([O-:51])[CH3:52].[CH3:54][CH2:55][O:56][C:57](=[O:58])[CH3:59].[CH3:69][c:70]1[cH:71][cH:72][cH:73][cH:74][cH:75]1.[Cl:1][c:2]1[n:3][c:4]([Cl:16])[cH:5][c:6](-[c:8]2[cH:9][n:10][n:11]([CH:13]([CH3:14])[CH3:15])[cH:12]2)[cH:7]1.[F:17][c:18]1[cH:19][cH:20][c:21]([CH:24]([CH3:25])[NH2:26])[cH:22][cH:23]1.[Na+:53].[Pd+2:64]>>[c:2]1([NH:26][CH:24]([c:21]2[cH:20][cH:19][c:18]([F:17])[cH:23][cH:22]2)[CH3:25])[n:3][c:4]([Cl:16])[cH:5][c:6](-[c:8]2[cH:9][n:10][n:11]([CH:13]([CH3:14])[CH3:15])[cH:12]2)[cH:7]1. Starting materials: O (water), ClC[C@@]([C@@H](C)O)(O)C1=C(C=C(C=C1)F)F ((2R,3R)-1-chloro-2-(2,4-difluorophenyl)butane-2,3-diol), solution, C[O-].[Na+] (NaOMe). The solvent is CO (methanol), CO (methanol). Reaction conditions: time 2 hour. Yields the product O1C[C@]1([C@@H](C)O)C1=C(C=C(C=C1)F)F ((2S,3R)-1,2-Epoxy-2-(2,4-difluorophenyl)butan-3-ol). The yield is 97.0%. RXN SMILES: Cl[CH2:2][C@:3]([C:8]1[CH:13]=[CH:12][C:11]([F:14])=[CH:10][C:9]=1[F:15])([OH:7])[C@H:4]([OH:6])[CH3:5].C[O-].[Na+].O>CO>[O:7]1[C@:3]([C:8]2[CH:13]=[CH:12][C:11]([F:14])=[CH:10][C:9]=2[F:15])([C@H:4]([OH:6])[CH3:5])[CH2:2]1 |f:1.2|. Procedure details: A solution of 1.00 g (4.23 mmol) of (2R,3R)-1-chloro-2-(2,4-difluorophenyl)butane-2,3-diol in 8 mL of methanol was cooled in ice, and 0.91 g (4.65 mmol) of a 28% solution of NaOMe in methanol was added thereto. The reaction was performed for 2 hours, and 10 mL of water was added to stop the reaction. Then, extraction was performed with 20 mL of ethyl acetate. After drying over anhydrous sodium sulfate, concentration was performed under reduced pressure to obtain a crude product. The product was ... The reactants are CC(C)(C)OC(=O)NCCNC(=O)c1cccc(C(=O)O)c1, CNCCN1CCC(OC(=O)Nc2ccccc2-c2ccccc2)CC1, CCN=C=NCCCN(C)C, CCN(C(C)C)C(C)C, ClCCl. Yields the product O=C(O)Nc1ccccc1-c1ccccc1. RXN SMILES: [C:1]([O:2][C:3]([NH:4][CH2:5][CH2:6][NH:7][C:8](=[O:9])[c:10]1[cH:11][c:12]([C:16]([OH:17])=[O:18])[cH:13][cH:14][cH:15]1)=[O:19])([CH3:20])([CH3:21])[CH3:22].[CH3:23][NH:24][CH2:25][CH2:26][N:27]1[CH2:28][CH2:29][CH:30]([O:33][C:34]([NH:35][c:36]2[c:37](-[c:42]3[cH:43][cH:44][cH:45][cH:46][cH:47]3)[cH:38][cH:39][cH:40][cH:41]2)=[O:48])[CH2:31][CH2:32]1.[CH3:49][CH2:50][N:51]=[C:52]=[N:53][CH2:54][CH2:55][CH2:56][N:57]([CH3:58])[CH3:59].[CH:60]([N:61]([CH2:62][CH3:63])[CH:64]([CH3:65])[CH3:66])([CH3:67])[CH3:68].[Cl:69][CH2:70][Cl:71]>>[O:33]=[C:34]([NH:35][c:36]1[c:37](-[c:42]2[cH:43][cH:44][cH:45][cH:46][cH:47]2)[cH:38][cH:39][cH:40][cH:41]1)[OH:48]. The reactants are ClCC(=O)Cl (chloroacetyl chloride), NC=1C(=NC=NC1OC)OC (5-amino-4,6-dimethoxypyrimidin). Solvent: C(Cl)Cl (CH2Cl2), C(Cl)Cl (CH2Cl2). Yields the product COC1=NC=NC(=C1NC(CCl)=O)OC (N-(4,6-dimethoxypyrimidin-5-yl)chloroacetamide). Reaction SMILES: [NH2:1][C:2]1[C:3]([O:10][CH3:11])=[N:4][CH:5]=[N:6][C:7]=1[O:8][CH3:9].[Cl:12][CH2:13][C:14](Cl)=[O:15]>C(Cl)Cl>[CH3:11][O:10][C:3]1[C:2]([NH:1][C:14](=[O:15])[CH2:13][Cl:12])=[C:7]([O:8][CH3:9])[N:6]=[CH:5][N:4]=1. Reported procedure: A sulphonation flask is charged with 310 g 5-amino-4,6-dimethoxypyrimidin and 3500 ml dry CH2Cl2. To this mixture is added, within 15 minutes, a solution of 248.6 g chloroacetyl chloride in 400 ml dry CH2Cl2. The reaction is exothermic, the temperature rises from 14° to 32° and a suspension is formed. The reaction mixture is heated under reflux for 2 hours, then cooled to ambient temperature and evaporated till dryness. The solid residue is suspended in 3 l ice water, the suspension adjusted at ... Reactants: Nc1ccc(OCc2ccccc2)c(Cl)c1, CCO, CN(C)c1cc2c(Cl)ncnc2cn1, ClCCl, N. The product is Cl, CN(C)c1cc2c(Nc3ccc(OCc4ccccc4)c(Cl)c3)ncnc2cn1. As a reaction SMILES: [CH2:15]([c:16]1[cH:17][cH:18][cH:19][cH:20][cH:21]1)[O:22][c:23]1[c:24]([Cl:30])[cH:25][c:26]([NH2:27])[cH:28][cH:29]1.[CH3:35][CH2:36][OH:37].[Cl:1][c:2]1[c:3]2[c:4]([n:5][cH:6][n:7]1)[cH:8][n:9][c:10]([N:12]([CH3:13])[CH3:14])[cH:11]2.[Cl:31][CH2:32][Cl:33].[NH3:34]>>[ClH:1].[c:2]1([NH:27][c:26]2[cH:25][c:24]([Cl:30])[c:23]([O:22][CH2:15][c:16]3[cH:17][cH:18][cH:19][cH:20][cH:21]3)[cH:29][cH:28]2)[c:3]2[c:4]([n:5][cH:6][n:7]1)[cH:8][n:9][c:10]([N:12]([CH3:13])[CH3:14])[cH:11]2. As a reaction SMILES: [CH2:25]([CH:26]([CH3:27])[CH3:28])[NH2:29].[CH3:1][C:2]1([CH3:24])[CH:3]([C:7](=[O:8])[NH:9][c:10]2[s:11][c:12]3[c:13]([c:14]2[C:15]([O:17][CH2:16][CH3:18])=[O:19])[CH2:20][CH2:21][CH2:22][CH2:23]3)[C:4]1([CH3:5])[CH3:6]>>[CH3:1][C:2]1([CH3:24])[CH:3]([C:7](=[O:8])[NH:9][c:10]2[s:11][c:12]3[c:13]([c:14]2[C:15](=[O:17])[NH:29][CH2:25][CH:26]([CH3:27])[CH3:28])[CH2:20][CH2:21][CH2:22][CH2:23]3)[C:4]1([CH3:5])[CH3:6]. Product: CC(C)CNC(=O)c1c(NC(=O)C2C(C)(C)C2(C)C)sc2c1CCCC2. Starting materials: CC(C)CN, CCOC(=O)c1c(NC(=O)C2C(C)(C)C2(C)C)sc2c1CCCC2.